This data is from the Open Reaction Database (ORD), a public repository of structured organic reaction records. The task is: describe an organic reaction: reactants, conditions, products, and yield The reactants are CC(=O)NCC1CN(c2cc(F)c(C3CCN(C(=O)OC(C)(C)C)CC3)c(F)c2)C(=O)O1, O=C(O)C(F)(F)F. The product is CC(=O)NCC1CN(c2cc(F)c(C3CCNCC3)c(F)c2)C(=O)O1. As a reaction SMILES: [CH3:1][C:2]([O:3][C:4](=[O:5])[N:8]1[CH2:9][CH2:10][CH:11]([c:14]2[c:15]([F:32])[cH:16][c:17]([N:21]3[C:22](=[O:31])[O:23][CH:24]([CH2:26][NH:27][C:28]([CH3:29])=[O:30])[CH2:25]3)[cH:18][c:19]2[F:20])[CH2:12][CH2:13]1)([CH3:6])[CH3:7].[OH:33][C:34]([C:35]([F:36])([F:37])[F:38])=[O:39]>>[NH:8]1[CH2:9][CH2:10][CH:11]([c:14]2[c:15]([F:32])[cH:16][c:17]([N:21]3[C:22](=[O:31])[O:23][CH:24]([CH2:26][NH:27][C:28]([CH3:29])=[O:30])[CH2:25]3)[cH:18][c:19]2[F:20])[CH2:12][CH2:13]1.